Dataset: the Open Reaction Database (ORD), a public repository of structured organic reaction records. Task: describe an organic reaction: reactants, conditions, products, and yield The reactants are CCOC(=O)C=1N(C2=C(C=C(C=C2C1)Cl)CC#N)C(=O)OC(C)(C)C (5-chloro-7-cyanomethyl-indole-1,2-dicarboxylic acid 1-tert-butyl ester 2-ethyl ester), C(=O)(C(F)(F)F)O (TFA). Run in C(Cl)Cl (CH2Cl2). Run at time 1 hour. Yields the product C(C)OC(=O)C=1NC2=C(C=C(C=C2C1)Cl)CC#N (5-chloro-7-cyanomethyl-1H-indole-2-carboxylic acid ethyl ester). The yield is 38.5%. As a reaction SMILES: [CH3:1][CH2:2][O:3][C:4]([C:6]1[N:7](C(OC(C)(C)C)=O)[C:8]2[C:13]([CH:14]=1)=[CH:12][C:11]([Cl:15])=[CH:10][C:9]=2[CH2:16][C:17]#[N:18])=[O:5].C(O)(C(F)(F)F)=O>C(Cl)Cl>[CH2:2]([O:3][C:4]([C:6]1[NH:7][C:8]2[C:13]([CH:14]=1)=[CH:12][C:11]([Cl:15])=[CH:10][C:9]=2[CH2:16][C:17]#[N:18])=[O:5])[CH3:1]. Procedure details: To a solution of 0.30 g (0.8 mmol) of 5-chloro-7-cyanomethyl-indole-1,2-dicarboxylic acid 1-tert-butyl ester 2-ethyl ester in CH2Cl2 (8 ml) at RT was added 2 ml of TFA. The reaction mixture was stirred at RT for one hour and concentrated under vacuo. The crude was taken up in EtOAc and neutralized with aqueous NaHCO3. The combined organic phases were dried over Na2SO4 and concentrated in vacuo. Preparative HPLC (30% CH3CN/H2O) afforded 81 mg (35%) of 5-chloro-7-cyanomethyl-1H-indole-2-carboxylic... Starting materials: [Br-], O=C(Cl)c1cncc(Br)c1, C1CCOC1, C[Mg+]. Yields the product CC(=O)c1cncc(Br)c1. Reaction SMILES: [Br-:11].[Br:1][c:2]1[cH:3][n:4][cH:5][c:6]([C:7](=[O:8])[Cl:9])[cH:10]1.[CH2:14]1[O:15][CH2:16][CH2:17][CH2:18]1.[CH3:12][Mg+:13]>>[Br:1][c:2]1[cH:3][n:4][cH:5][c:6]([C:7](=[O:8])[CH3:12])[cH:10]1. Reactants: CC(=O)SCC(Cc1ccccc1)C(=O)O, CCOC(=O)C(N)CSCCc1ccccc1, CO, Cl. Product: CCOC(=O)C(CSCCc1ccccc1)NC(=O)C(CSC(C)=O)Cc1ccccc1. As a reaction SMILES: [C:19]([CH3:20])(=[O:21])[S:22][CH2:23][CH:24]([C:25](=[O:26])[OH:27])[CH2:28][c:29]1[cH:30][cH:31][cH:32][cH:33][cH:34]1.[CH2:2]([CH3:3])[O:4][C:5]([CH:6]([NH2:7])[CH2:8][S:9][CH2:10][CH2:11][c:12]1[cH:13][cH:14][cH:15][cH:16][cH:17]1)=[O:18].[CH3:35][OH:36].[ClH:1]>>[CH2:2]([CH3:3])[O:4][C:5]([CH:6]([NH:7][C:25]([CH:24]([CH2:23][S:22][C:19]([CH3:20])=[O:21])[CH2:28][c:29]1[cH:30][cH:31][cH:32][cH:33][cH:34]1)=[O:26])[CH2:8][S:9][CH2:10][CH2:11][c:12]1[cH:13][cH:14][cH:15][cH:16][cH:17]1)=[O:18]. The reactants are Cc1ccc(C)cc1, CCO[SiH](OCC)C1CCCC1, C=CC(F)(F)F, Cl[Ir](Cl)Cl, O. The product is CCO[Si](CCC(F)(F)F)(OCC)C1CCCC1. Reaction SMILES: [CH3:24][c:25]1[cH:26][cH:27][c:28]([CH3:29])[cH:30][cH:31]1.[CH:7]1([SiH:12]([O:13][CH2:14][CH3:15])[O:16][CH2:17][CH3:18])[CH2:8][CH2:9][CH2:10][CH2:11]1.[F:1][C:2]([CH:3]=[CH2:4])([F:5])[F:6].[Ir:20]([Cl:21])([Cl:22])[Cl:23].[OH2:19]>>[F:1][C:2]([CH2:3][CH2:4][Si:12]([CH:7]1[CH2:8][CH2:9][CH2:10][CH2:11]1)([O:13][CH2:14][CH3:15])[O:16][CH2:17][CH3:18])([F:5])[F:6]. Reactants: ClC1=CC=C(C=C1)C=1N=C(C2=C(N1)CCC2)O (2-(4-chlorophenyl)-4-hydroxy-6,7-dihydro-5H-cyclopenta[d]pyrimidine), P(=O)(Cl)(Cl)Cl (phosphorus oxychloride). Run at time 3 hour. The product is ClC1=CC=C(C=C1)C=1N=C(C2=C(N1)CCC2)Cl (2-(4-Chlorophenyl)-4-chloro-6,7-dihydro-5H-cyclopenta[d]pyrimidine). Reaction SMILES: [Cl:1][C:2]1[CH:7]=[CH:6][C:5]([C:8]2[N:9]=[C:10](O)[C:11]3[CH2:16][CH2:15][CH2:14][C:12]=3[N:13]=2)=[CH:4][CH:3]=1.P(Cl)(Cl)([Cl:20])=O>>[Cl:1][C:2]1[CH:7]=[CH:6][C:5]([C:8]2[N:9]=[C:10]([Cl:20])[C:11]3[CH2:16][CH2:15][CH2:14][C:12]=3[N:13]=2)=[CH:4][CH:3]=1. Procedure: 8.0 g of 2-(4-chlorophenyl)-4-hydroxy-6,7-dihydro-5H-cyclopenta[d]pyrimidine are heated to 100° C in 10 ml of phosphorus oxychloride. After 3 hours, the cooled solution was cautiously poured onto ice water. The crystalline product was filtered off with suction, washed well with water and dried in vacuo at room temperature. The reactants are N1=C(C=CC=C1)C[Li] (picolinyl lithium), (S)-t-butyl-(1R, 2S)-aminoindanol tosylate sulfinate, N1=C(C=CC=C1)C[S@](=O)C(C)(C)C ((S)-picolinyl t-butylsulfoxide), (S)-tert-Butyl (1R, 2S)-aminoindanol 4-toluene sulfonamide sulfinate. Solvent: C1CCOC1 (THF). The product is C(C(C)C)[S@@](=O)C(C)(C)C ((R)-t-Butyl isobutyl sulfoxide). RXN SMILES: N1C=CC=[CH:3][C:2]=1[CH2:7][S@@:8]([C:10]([CH3:13])([CH3:12])[CH3:11])=[O:9].N1C=CC=C[C:15]=1C[Li]>C1COCC1>[CH2:7]([S@:8]([C:10]([CH3:11])([CH3:12])[CH3:13])=[O:9])[CH:2]([CH3:3])[CH3:15]. Reported procedure: Preparation of (S)-picolinyl t-butylsulfoxide from (S)-tert-Butyl (1R, 2S)-aminoindanol 4-toluene sulfonamide sulfinate: To a picolinyl lithium solution (2 mL, 0.6 M) in THF at −78° C. was added (S)-t-butyl-(1R, 2S)-aminoindanol tosylate sulfinate (130 mg, 0.30 mmol). The mixture was warmed to room temperature and stirred until the starting material was consumed as monitored by TLC. The reaction was quenched by aq. NaHCO3 (20 mL) and diluted with ethyl acetate (20 mL), and the organic phase was ... The reactants are C([O-])([O-])=O.[Na+].[Na+] (sodium carbonate), O1CCOCC1 (1,4-dioxane), C(=O)C1=CC=C(C=C1)B(O)O (4-formylphenylboronic acid), BrC1=C(C(=CC=C1)[N+](=O)[O-])OC (1-bromo-2-methoxy-3-nitro-benzene). The reagents and catalysts are C=1C=CC(=CC1)[P](C=2C=CC=CC2)(C=3C=CC=CC3)[Pd]([P](C=4C=CC=CC4)(C=5C=CC=CC5)C=6C=CC=CC6)([P](C=7C=CC=CC7)(C=8C=CC=CC8)C=9C=CC=CC9)[P](C=1C=CC=CC1)(C=1C=CC=CC1)C=1C=CC=CC1 (tetrakis(triphenylphosphine)palladium). The solvent is O (water). Product: [N+](=O)([O-])C=1C(=C(C=CC1)C1=CC=C(C=C1)C=O)OC (3′-nitro-2′-methoxy-biphenyl-4-carbaldehyde). Yield: 79.7%. Reaction SMILES: O1CCOCC1.[CH:7]([C:9]1[CH:14]=[CH:13][C:12](B(O)O)=[CH:11][CH:10]=1)=[O:8].Br[C:19]1[CH:24]=[CH:23][CH:22]=[C:21]([N+:25]([O-:27])=[O:26])[C:20]=1[O:28][CH3:29].C(=O)([O-])[O-].[Na+].[Na+]>C1C=CC([P]([Pd]([P](C2C=CC=CC=2)(C2C=CC=CC=2)C2C=CC=CC=2)([P](C2C=CC=CC=2)(C2C=CC=CC=2)C2C=CC=CC=2)[P](C2C=CC=CC=2)(C2C=CC=CC=2)C2C=CC=CC=2)(C2C=CC=CC=2)C2C=CC=CC=2)=CC=1.O>[N+:25]([C:21]1[C:20]([O:28][CH3:29])=[C:19]([C:12]2[CH:13]=[CH:14][C:9]([CH:7]=[O:8])=[CH:10][CH:11]=2)[CH:24]=[CH:23][CH:22]=1)([O-:27])=[O:26] |f:3.4.5,^1:39,41,60,79|. Procedure details: To a solution of 60 mL of 1,4-dioxane and 10 mL of water was added 4-formylphenylboronic acid (3.0 g, 0.02 mol), followed by 1-bromo-2-methoxy-3-nitro-benzene 1c (4.64 g, 0.02 mol), tetrakis(triphenylphosphine)palladium (1.15 g, 1 mmol) and sodium carbonate (4.24 g, 0.04 mol). Upon completion of the addition, the mixture was heated to reflux for 5 hours. The reaction was monitored by TLC until the disappearance of the starting materials. The mixture was filtered and the filter cake was washed wi...